Dataset: the Open Reaction Database (ORD), a public repository of structured organic reaction records. Task: describe an organic reaction: reactants, conditions, products, and yield Starting materials: ClCl (chlorine), OCCC1=C(C=CC=C1)NC(C)=O (N-[2-(2-Hydroxy-ethyl)-phenyl]-acetamide), C(C)(=O)O (acetic acid), C(C)(=O)O (acetic acid). Reaction conditions: time 20 hour. The product is C(C)(=O)NC1=C(C=C(C=C1)Cl)CCOC(C)=O (Acetic acid 2-(2-acetylamino-5-chloro-phenyl)-ethyl ester). As a reaction SMILES: [Cl:1]Cl.[OH:3][CH2:4][CH2:5][C:6]1[CH:11]=[CH:10][CH:9]=[CH:8][C:7]=1[NH:12][C:13](=[O:15])[CH3:14].[C:16]([OH:19])(=O)[CH3:17]>>[C:13]([NH:12][C:7]1[CH:8]=[CH:9][C:10]([Cl:1])=[CH:11][C:6]=1[CH2:5][CH2:4][O:3][C:16](=[O:19])[CH3:17])(=[O:15])[CH3:14]. Reported procedure: A solution of chlorine in glacial acetic acid (0.98M, 30 ml) was added dropwise to a solution of N-[2-(2-Hydroxy-ethyl)-phenyl]-acetamide (5.0 g, 27.9 mmol)(see reference Biochemistry 1979, 18(5), 860) in glacial acetic acid (50 ml) and the mixture was stirred at room temperature for 20 hours. The glacial acetic acid was removed under reduced pressure. The resulting oil was triturated with diethyl ether to give the title compound (3.3 g) as a pale yellow solid after filtration. The reactants are COCCCc1cccc2oc(CO)c(C)c12, ClCCl, BrP(Br)Br, c1ccncc1. Yields the product COCCCc1cccc2oc(CBr)c(C)c12. RXN SMILES: [CH3:1][O:2][CH2:3][CH2:4][CH2:5][c:6]1[cH:7][cH:8][cH:9][c:10]2[c:11]1[c:12]([CH3:17])[c:13]([CH2:15][OH:16])[o:14]2.[Cl:28][CH2:29][Cl:30].[P:24]([Br:25])([Br:26])[Br:27].[cH:18]1[cH:19][cH:20][n:21][cH:22][cH:23]1>>[CH3:1][O:2][CH2:3][CH2:4][CH2:5][c:6]1[cH:7][cH:8][cH:9][c:10]2[c:11]1[c:12]([CH3:17])[c:13]([CH2:15][Br:25])[o:14]2. The reactants are CN(CC(=O)O)C (N,N-dimethylglycine), C(C)(C)N(C(C)C)CC (N,N-diisopropylethylamine), F[B-](F)(F)F.N1(N=NC2=C1C=CC=C2)OC(=[N+](C)C)N(C)C (O-(benzotriazol-1-yl)-N,N,N′,N′-tetramethyluronium tetrafluoroborate), BrC=1N=C(N2C1C(=NC=C2)C)C2CCNCC2 (1-bromo-8-methyl-3-(piperidin-4-yl)imidazo[1,5-a]pyrazine). Solvent: CN(C=O)C (N,N-dimethylformamide), ClCCl (dichloromethane), O (water), ClCCl (dichloromethane), ClCCl (dichloromethane), CN(C=O)C (N,N-dimethylformamide). Conditions: time 10 minute. The product is BrC=1N=C(N2C1C(=NC=C2)C)C2CCN(CC2)C(CN(C)C)=O (1-(4-(1-bromo-8-methylimidazo[1,5-a]pyrazin-3-yl)piperidin-1-yl)-2-(dimethylamino)ethanone). Isolated yield 84.3%. As a reaction SMILES: [CH3:1][N:2]([CH3:7])[CH2:3][C:4](O)=[O:5].C(N(CC)C(C)C)(C)C.F[B-](F)(F)F.N1(OC(N(C)C)=[N+](C)C)C2C=CC=CC=2N=N1.[Br:39][C:40]1[N:41]=[C:42]([CH:50]2[CH2:55][CH2:54][NH:53][CH2:52][CH2:51]2)[N:43]2[CH:48]=[CH:47][N:46]=[C:45]([CH3:49])[C:44]=12>ClCCl.CN(C)C=O.O>[Br:39][C:40]1[N:41]=[C:42]([CH:50]2[CH2:55][CH2:54][N:53]([C:4](=[O:5])[CH2:3][N:2]([CH3:7])[CH3:1])[CH2:52][CH2:51]2)[N:43]2[CH:48]=[CH:47][N:46]=[C:45]([CH3:49])[C:44]=12 |f:2.3|. Procedure: To N,N-dimethylglycine (0.445 mmol, 45.9 mg) in dichloromethane (1 ml) and N,N-dimethylformamide (0.5 ml). were added N,N-diisopropylethylamine (1.762 mmol, 0.291 ml) and O-(benzotriazol-1-yl)-N,N,N′,N′-tetramethyluronium tetrafluoroborate (0.617 mmol, 198 mg) and stirred at room temperature for 10 minutes. Then 1-bromo-8-methyl-3-(piperidin-4-yl)imidazo[1,5-a]pyrazine (0.440 mmol, 130 mg) dissolved in dichloromethane (2 ml) and N,N-dimethylformamide (0.5 ml) was added. After stirring at room te... Starting materials: C1=CC=CC=C1.O1C(COCC1)CC(=O)O (benzene dioxane-acetic acid), ester, CCCCC[C@@H](/C=C/[C@H]1[C@@H](CC(=O)[C@@H]1C/C=C\CCCC(=O)O)O)O (prostaglandin E2). Yields the product 1.3-dinitroglycerol ester, CCCCC[C@@H](/C=C/[C@H]1[C@@H](C[C@H]([C@@H]1C/C=C\CCCC(=O)O)O)O)O (prostaglandin F2β). As a reaction SMILES: [CH3:1][CH2:2][CH2:3][CH2:4][CH2:5][C@H:6]([OH:25])/[CH:7]=[CH:8]/[C@@H:9]1[C@@H:14]([CH2:15]/[CH:16]=[CH:17]\[CH2:18][CH2:19][CH2:20][C:21]([OH:23])=[O:22])[C:12](=[O:13])[CH2:11][C@H:10]1[OH:24].C1C=CC=CC=1.O1CCOCC1CC(O)=O>>[CH3:1][CH2:2][CH2:3][CH2:4][CH2:5][C@H:6]([OH:25])/[CH:7]=[CH:8]/[C@@H:9]1[C@@H:14]([CH2:15]/[CH:16]=[CH:17]\[CH2:18][CH2:19][CH2:20][C:21]([OH:23])=[O:22])[C@H:12]([OH:13])[CH2:11][C@H:10]1[OH:24] |f:1.2|. Procedure details: The 1.3-dinitroglycerol ester of prostaglandin F2β was prepared by the same procedure from the corresponding ester of prostaglandin E2 : a viscous, colorless oil, Rf 0.16 (benzene- dioxane-acetic acid, 20:10:1), mass spectrum (FAB) m/z 517 (M+H), 501 (M+H-H2O). The reactants are BrC1=NC=C(C(=C1)C)[N+](=O)[O-] (2-bromo-4-methyl-5-nitropyridine), N12CCCCCC2=NCCC1 (1,8-diazabicyclo[5,4,0]undec-7-ene), C(C(=O)OCC)(=O)OCC (diethyl oxalate), O (water). The reagents and catalysts are [Fe] (Iron). The solvent is C(C)(=O)OCC (ethyl acetate). Conditions: time 4.5 hour. Product: C(C)OC(=O)C1=CC=2C(=CN=C(C2)Br)N1 (5-Bromo-1H-pyrrolo[2,3-c]pyridine-2-carboxylic acid ethyl ester). RXN SMILES: [Br:1][C:2]1[CH:7]=[C:6]([CH3:8])[C:5]([N+:9]([O-])=O)=[CH:4][N:3]=1.N12CCCN=C1CCCCC2.O.[C:24](OCC)(=O)[C:25]([O:27][CH2:28][CH3:29])=[O:26]>C(OCC)(=O)C.[Fe]>[CH2:28]([O:27][C:25]([C:24]1[NH:9][C:5]2=[CH:4][N:3]=[C:2]([Br:1])[CH:7]=[C:6]2[CH:8]=1)=[O:26])[CH3:29]. Reported procedure: Route B: To a solution of 2-bromo-4-methyl-5-nitropyridine (Preparation 24, 5.7 g, 26.3 mmol) in diethyl oxalate (17.9 mL) under argon was added 1,8-diazabicyclo[5,4,0]undec-7-ene (4.5 mL, 30.2 mmol) to give a dark red precipitate. Reaction mixture was stirred at rt for 4.5 h and concentrated in vacuo. Acetic acid (140 mL) was added to the residue under argon and heated to 60° C. Iron (2.94 g, 52.6 mmol) was added in small portions over a period of 1 h. The reaction mixture was heated at 80° C. ... Reported procedure: A mixture of 4.4 g of (+)-cis-2-(4-methoxyphenyl)-3-hydroxy-7,8-dimethyl-2,3-dihydro-1,5-benzothiazepin-4(5H)-one, 2.12 g of 2-(dimethylamino)ethyl chloride hydrochloride, 4.06 g of potassium carbonate and 200 ml of acetone is refluxed for 20 hours. After the reaction is completed, insoluble materials are removed by filtration and then washed with ethanol. The filtrate and the washing are combined and then evaporated to remove solvent. The residue is dissolved in ethyl acetate, and the solution ... Product: COC1=CC=C(C=C1)[C@@H]1SC2=C(N(C([C@@H]1O)=O)CCN(C)C)C=C(C(=C2)C)C ((+)-cis-2-(4-methoxyphenyl)-3-hydroxy-5-[2-(dimethylamino)ethyl]-7,8-dimethyl-2,3-dihydro-1,5-benzothiazepin-4(5H)-one). As a reaction SMILES: [CH3:1][O:2][C:3]1[CH:8]=[CH:7][C:6]([C@H:9]2[C@@H:15]([OH:16])[C:14](=[O:17])[NH:13][C:12]3[CH:18]=[C:19]([CH3:23])[C:20]([CH3:22])=[CH:21][C:11]=3[S:10]2)=[CH:5][CH:4]=1.Cl.[CH3:25][N:26]([CH3:30])[CH2:27][CH2:28]Cl.C(=O)([O-])[O-].[K+].[K+]>CC(C)=O>[CH3:1][O:2][C:3]1[CH:8]=[CH:7][C:6]([C@H:9]2[C@@H:15]([OH:16])[C:14](=[O:17])[N:13]([CH2:28][CH2:27][N:26]([CH3:30])[CH3:25])[C:12]3[CH:18]=[C:19]([CH3:23])[C:20]([CH3:22])=[CH:21][C:11]=3[S:10]2)=[CH:5][CH:4]=1 |f:1.2,3.4.5|. The reactants are COC1=CC=C(C=C1)[C@@H]1SC2=C(NC([C@@H]1O)=O)C=C(C(=C2)C)C ((+)-cis-2-(4-methoxyphenyl)-3-hydroxy-7,8-dimethyl-2,3-dihydro-1,5-benzothiazepin-4(5H)-one), Cl.CN(CCCl)C (2-(dimethylamino)ethyl chloride hydrochloride), C([O-])([O-])=O.[K+].[K+] (potassium carbonate). Solvent: CC(=O)C (acetone). Yield: 90.7%.